From a dataset of the Open Reaction Database (ORD), a public repository of structured organic reaction records. describe an organic reaction: reactants, conditions, products, and yield Starting materials: C(C)#N (acetonitrile), P(O)(O)O (phosphorous acid). Solvent: O (water). Reaction conditions: temperature 80 celsius. Product: NC(C)(P(=O)(O)O)P(=O)(O)O (1-amino-1,1-diphosphono ethane). Isolated yield 71.0%. Reaction SMILES: [C:1](#[N:3])[CH3:2].[P:4]([OH:7])([OH:6])[OH:5]>O>[NH2:3][C:1]([P:4]([OH:7])([OH:6])=[O:5])([P:4]([OH:7])([OH:6])=[O:5])[CH3:2]. Procedure details: A mixture of acetonitrile (8.2 g, 0.2 mole), phosphorous acid (32.8 g, 0.4 mole), ISOPAR-M (20 g), and the above wetting agents (0.5 g each) was reacted for 3 hours at 150° C. The mixture was cooled to 80° C and water (50 g) was added. The colorless emulsion broke to give colorless granular 1-amino-1,1-diphosphono ethane, 29 g (71% yield), m.p. 270°-271° C (decomposition). Reactants: ClCC(=O)O (chloroacetic acid), C1(CCCC1)CC(C(=O)NC=1SC=CN1)C=1C=NC(=CC1)S (3-Cyclopentyl-2-(6-mercaptopyridin-3-yl)-N-thiazol-2-ylpropionamide), [H-].[Na+] (NaH), [H-].[Na+] (NaH), ClCC(=O)O (chloroacetic acid). Run in CN(C)C=O (DMF), CN(C)C=O (DMF). Reaction conditions: time 5 minute. Yields the product C1(CCCC1)CC(C(NC=1SC=CN1)=O)C=1C=CC(=NC1)SCC(=O)O ({5-[2-Cyclopentyl-1-(thiazol-2-ylcarbamoyl)ethyl]pyridin-2-ylsulfanyl} acetic Acid). Reaction SMILES: [CH:1]1([CH2:6][CH:7]([C:16]2[CH:17]=[N:18][C:19]([SH:22])=[CH:20][CH:21]=2)[C:8]([NH:10][C:11]2[S:12][CH:13]=[CH:14][N:15]=2)=[O:9])[CH2:5][CH2:4][CH2:3][CH2:2]1.[H-].[Na+].Cl[CH2:26][C:27]([OH:29])=[O:28]>CN(C=O)C>[CH:1]1([CH2:6][CH:7]([C:16]2[CH:21]=[CH:20][C:19]([S:22][CH2:26][C:27]([OH:29])=[O:28])=[N:18][CH:17]=2)[C:8](=[O:9])[NH:10][C:11]2[S:12][CH:13]=[CH:14][N:15]=2)[CH2:5][CH2:4][CH2:3][CH2:2]1 |f:1.2|. Procedure details: 3-Cyclopentyl-2-(6-mercaptopyridin-3-yl)-N-thiazol-2-ylpropionamide (EXAMPLE 66, 50 mg, 150 μmol) was added to a stirred suspension of NaH (12 mg of a 60% dispersion in mineral oil, 300 μmol) in anhydrous DMF (0.8 mL). After 5 min, a solution of chloroacetic acid (14 mg, 150 μmol) in anhydrous DMF (0.4 mL) was added. The reaction was stirred for 15 min, then more NaH (10 mg of a 60% dispersion in mineral oil, 250 μmol) and chloroacetic acid (14 mg, 150 μmol) were added. After 15 min, the reactio... Reactants: ClCCl, CS(=O)(=O)OCc1cc(-c2cccc(Cl)c2)on1, O=S(=O)(Cl)Cl. Product: CS(=O)(=O)OCc1noc(-c2cccc(Cl)c2)c1Cl. Reaction SMILES: [Cl:24][CH2:25][Cl:26].[Cl:6][c:7]1[cH:8][c:9](-[c:13]2[cH:14][c:15]([CH2:18][O:19][S:20](=[O:21])(=[O:22])[CH3:23])[n:16][o:17]2)[cH:10][cH:11][cH:12]1.[S:1]([Cl:2])(=[O:3])([Cl:4])=[O:5]>>[Cl:4][c:14]1[c:13](-[c:9]2[cH:8][c:7]([Cl:6])[cH:12][cH:11][cH:10]2)[o:17][n:16][c:15]1[CH2:18][O:19][S:20](=[O:21])(=[O:22])[CH3:23]. Starting materials: CCCCC(=O)Cl, COC(=O)c1cccc(N)c1, O, c1ccncc1. The product is CCCCC(=O)Nc1cccc(C(=O)OC)c1. Reaction SMILES: [C:18]([CH2:19][CH2:20][CH2:21][CH3:22])(=[O:23])[Cl:24].[NH2:7][c:8]1[cH:9][c:10]([C:11](=[O:12])[O:13][CH3:14])[cH:15][cH:16][cH:17]1.[OH2:25].[cH:1]1[cH:2][cH:3][n:4][cH:5][cH:6]1>>[NH:7]([c:8]1[cH:9][c:10]([C:11](=[O:12])[O:13][CH3:14])[cH:15][cH:16][cH:17]1)[C:18]([CH2:19][CH2:20][CH2:21][CH3:22])=[O:23]. Starting materials: Cl.COC=1C=C(C=CC1OC)C=1C(C(N(N1)C1CCNCC1)=O)(C)C (5-(3,4-dimethoxyphenyl)-4,4-dimethyl-2-(piperidin-4-yl)-2,4-dihydro-3H-pyrazol-3-one hydrochloride), Cl.COC=1C=C(C=CC1OC)C=1C(C(N(N1)C1CCNCC1)=O)(C)C (5-(3,4-dimethoxyphenyl)-4,4-dimethyl-2-(piperidin-4-yl)-2,4-dihydro-3H-pyrazol-3-one hydrochloride), ClC1=C(C=CC=C1Cl)S(=O)(=O)Cl (2,3-dichlorobenzenesulfonyl chloride). Product: ClC1=C(C=CC=C1Cl)S(=O)(=O)N1CCC(CC1)N1N=C(C(C1=O)(C)C)C1=CC(=C(C=C1)OC)OC (2-{1-[(2,3-Dichlorophenyl)sulfonyl]piperidin-4-yl}-5-(3,4-dimethoxyphenyl)-4,4-dimethyl-2,4-dihydro-3H-pyrazol-3-one). As a reaction SMILES: Cl.[CH3:2][O:3][C:4]1[CH:5]=[C:6]([C:12]2[C:13]([CH3:25])([CH3:24])[C:14](=[O:23])[N:15]([CH:17]3[CH2:22][CH2:21][NH:20][CH2:19][CH2:18]3)[N:16]=2)[CH:7]=[CH:8][C:9]=1[O:10][CH3:11].[Cl:26][C:27]1[C:32]([Cl:33])=[CH:31][CH:30]=[CH:29][C:28]=1[S:34](Cl)(=[O:36])=[O:35]>>[Cl:26][C:27]1[C:32]([Cl:33])=[CH:31][CH:30]=[CH:29][C:28]=1[S:34]([N:20]1[CH2:21][CH2:22][CH:17]([N:15]2[C:14](=[O:23])[C:13]([CH3:25])([CH3:24])[C:12]([C:6]3[CH:7]=[CH:8][C:9]([O:10][CH3:11])=[C:4]([O:3][CH3:2])[CH:5]=3)=[N:16]2)[CH2:18][CH2:19]1)(=[O:36])=[O:35] |f:0.1|. Reported procedure: The title compound is prepared analogously as described for GP1 using 5-(3,4-dimethoxyphenyl)-4,4-dimethyl-2-(piperidin-4-yl)-2,4-dihydro-3H-pyrazol-3-one (compound B1) and 2,3-dichlorobenzenesulfonyl chloride as starting compounds. The crude product is purified by crystallization from EA and diethyl ether to yield the title compound. Reactants: C(C)(C)(C)N (tert-butylamine), ClSSSCCCCCCSSSCl (1,6-bis(chlorotrisulphanyl)hexane). Solvent: ClCCCl (1,2-dichloroethane), ClCCCl (1,2-dichloroethane). Yields the product C(C)(C)(C)NSSSCCCCCCSSSNC(C)(C)C (1,6-bis(tert-butylaminotrisulphanyl)hexane). RXN SMILES: [C:1]([NH2:5])([CH3:4])([CH3:3])[CH3:2].Cl[S:7][S:8][S:9][CH2:10][CH2:11][CH2:12][CH2:13][CH2:14][CH2:15][S:16][S:17][S:18]Cl>ClCCCl>[C:1]([NH:5][S:7][S:8][S:9][CH2:10][CH2:11][CH2:12][CH2:13][CH2:14][CH2:15][S:16][S:17][S:18][NH:5][C:1]([CH3:4])([CH3:3])[CH3:2])([CH3:4])([CH3:3])[CH3:2]. Procedure: 70.0 ml (736 mmol) of tert-butylamine are used as initial charge in 1,2-dichloroethane in an inertized three-necked flask with dropping funnel, reflux condenser with hose coupling at its upper end, a tap with hose coupling and a Teflon stirrer bar, in a countercurrent of argon. 10.2 g (29.3 mmol) of 1,6-bis(chlorotrisulphanyl)hexane in 50 ml of 1,2-dichloroethane are then added dropwise, with stirring. The reaction mixture is stirred at room temperature for 4 hours. The resultant salt is filtere... The reactants are CCOC(=O)c1c(NC(=O)C(CC)CC)sc2c1CCCC2, CN(C)CCN. Product: CCC(CC)C(=O)Nc1sc2c(c1C(=O)NCCN(C)C)CCCC2. As a reaction SMILES: [CH2:1]([CH3:2])[CH:3]([C:4](=[O:5])[NH:6][c:7]1[s:8][c:9]2[c:10]([c:11]1[C:12]([O:14][CH2:13][CH3:15])=[O:16])[CH2:17][CH2:18][CH2:19][CH2:20]2)[CH2:21][CH3:22].[CH3:23][N:24]([CH2:25][CH2:26][NH2:27])[CH3:28]>>[CH2:1]([CH3:2])[CH:3]([C:4](=[O:5])[NH:6][c:7]1[s:8][c:9]2[c:10]([c:11]1[C:12](=[O:14])[NH:27][CH2:26][CH2:25][N:24]([CH3:23])[CH3:28])[CH2:17][CH2:18][CH2:19][CH2:20]2)[CH2:21][CH3:22]. Starting materials: BrCCCCCBr, COc1ccc(C(C#N)SC2CCCCC2)cc1OC, [H-], [Na+], C1CCOC1, O. The product is COc1ccc(C(C#N)(CCCCCBr)SC2CCCCC2)cc1OC. Reaction SMILES: [Br:23][CH2:24][CH2:25][CH2:26][CH2:27][CH2:28][Br:29].[CH:1]1([S:7][CH:8]([C:9]#[N:10])[c:11]2[cH:12][c:13]([O:19][CH3:20])[c:14]([O:17][CH3:18])[cH:15][cH:16]2)[CH2:2][CH2:3][CH2:4][CH2:5][CH2:6]1.[H-:21].[Na+:22].[O:31]1[CH2:32][CH2:33][CH2:34][CH2:35]1.[OH2:30]>>[CH:1]1([S:7][C:8]([C:9]#[N:10])([c:11]2[cH:12][c:13]([O:19][CH3:20])[c:14]([O:17][CH3:18])[cH:15][cH:16]2)[CH2:28][CH2:27][CH2:26][CH2:25][CH2:24][Br:23])[CH2:2][CH2:3][CH2:4][CH2:5][CH2:6]1.